From a dataset of the Open Reaction Database (ORD), a public repository of structured organic reaction records. describe an organic reaction: reactants, conditions, products, and yield Reactants: C1(=CC=C(C=C1)S(=O)(=O)Cl)C (Para-toluenesulfonyl chloride), ClC=1C=C(C(=O)OO)C=CC1 (3-Chloroperoxybenzoic acid), COCCC=1N(C2=C(C=NC=3C=CC=NC23)N1)CCCCNC(OC(C)(C)C)=O (tert-butyl N-{4-[2-(2-methoxyethyl)-1H-imidazo[4,5-c][1,5]naphthyridin-1-yl]butyl}carbamate), [OH-].[NH4+] (ammonium hydroxide). Run in ClCCl (dichloromethane), [Cl-].[Na+].O (brine), ClC(C)Cl (dichloroethane). Reaction conditions: time 3 hour. Product: NC1=NC=2C=CC=NC2C2=C1N=C(N2CCCCNC(OC(C)(C)C)=O)CCOC (tert-butyl N-{4-[4-amino-2-(2-methoxyethyl)-1H-imidazo[4,5-c][1,5]naphthyridin-1-yl]butyl}carbamate). Reaction SMILES: ClC1C=C(C=CC=1)C(OO)=O.[CH3:12][O:13][CH2:14][CH2:15][C:16]1[N:17]([CH2:29][CH2:30][CH2:31][CH2:32][NH:33][C:34](=[O:40])[O:35][C:36]([CH3:39])([CH3:38])[CH3:37])[C:18]2[C:27]3[N:26]=[CH:25][CH:24]=[CH:23][C:22]=3[N:21]=[CH:20][C:19]=2[N:28]=1.[OH-].[NH4+:42].C1(C)C=CC(S(Cl)(=O)=O)=CC=1>ClC(Cl)C.ClCCl.[Cl-].[Na+].O>[NH2:42][C:20]1[C:19]2[N:28]=[C:16]([CH2:15][CH2:14][O:13][CH3:12])[N:17]([CH2:29][CH2:30][CH2:31][CH2:32][NH:33][C:34](=[O:40])[O:35][C:36]([CH3:37])([CH3:39])[CH3:38])[C:18]=2[C:27]2[N:26]=[CH:25][CH:24]=[CH:23][C:22]=2[N:21]=1 |f:2.3,7.8.9|. Reported procedure: 3-Chloroperoxybenzoic acid (7.8 g of 77%) was added in a single portion to a solution of tert-butyl N-{4-[2-(2-methoxyethyl)-1H-imidazo[4,5-c][1,5]naphthyridin-1-yl]butyl}carbamate (7 g) in dichloroethane (100 mL). The reaction mixture was stirred at ambient temperature for 3 hours, Concentrated ammonium hydroxide (100 mL) was added and the reaction mixture was stirred until a suspension formed. Para-toluenesulfonyl chloride (3.6 g) was added in a single portion. The reaction mixture was stirred...